Dataset: the Open Reaction Database (ORD), a public repository of structured organic reaction records. Task: describe an organic reaction: reactants, conditions, products, and yield Reactants: COCCOC, OB(O)c1ccnc(C(F)(F)F)c1, [K+], [K+], [K+], O=P([O-])([O-])[O-], O=C(c1ccc(Oc2nccnc2Cl)cc1)c1nc2ccccc2[nH]1. The product is O=C(c1ccc(Oc2nccnc2-c2ccnc(C(F)(F)F)c2)cc1)c1nc2ccccc2[nH]1. Reaction SMILES: [CH2:47]([CH2:48][O:49][CH3:50])[O:51][CH3:52].[F:34][C:35]([c:36]1[n:37][cH:38][cH:39][c:40]([B:42]([OH:43])[OH:44])[cH:41]1)([F:45])[F:46].[K+:31].[K+:32].[K+:33].[P:26]([O-:27])([O-:28])([O-:29])=[O:30].[nH:1]1[c:2]([C:10](=[O:11])[c:12]2[cH:13][cH:14][c:15]([O:18][c:19]3[n:20][cH:21][cH:22][n:23][c:24]3[Cl:25])[cH:16][cH:17]2)[n:3][c:4]2[c:5]1[cH:6][cH:7][cH:8][cH:9]2>>[nH:1]1[c:2]([C:10](=[O:11])[c:12]2[cH:13][cH:14][c:15]([O:18][c:19]3[n:20][cH:21][cH:22][n:23][c:24]3-[c:40]3[cH:39][cH:38][n:37][c:36]([C:35]([F:34])([F:45])[F:46])[cH:41]3)[cH:16][cH:17]2)[n:3][c:4]2[c:5]1[cH:6][cH:7][cH:8][cH:9]2.